The task is: describe an organic reaction: reactants, conditions, products, and yield. This data is from the Open Reaction Database (ORD), a public repository of structured organic reaction records. The reactants are CCOC(=O)c1ncc2c(cc(Br)n2-c2ccccc2)c1O, CCOC(C)=O, O=C[O-], [NH4+]. Yields the product CCOC(=O)c1ncc2c(ccn2-c2ccccc2)c1O. Reaction SMILES: [CH2:1]([CH3:2])[O:3][C:4](=[O:5])[c:6]1[c:7]([OH:22])[c:8]2[c:9]([cH:10][n:11]1)[n:12](-[c:16]1[cH:17][cH:18][cH:19][cH:20][cH:21]1)[c:13]([Br:15])[cH:14]2.[CH3:27][CH2:28][O:29][C:30]([CH3:31])=[O:32].[CH:23]([O-:24])=[O:25].[NH4+:26]>>[CH2:1]([CH3:2])[O:3][C:4](=[O:5])[c:6]1[c:7]([OH:22])[c:8]2[c:9]([cH:10][n:11]1)[n:12](-[c:16]1[cH:17][cH:18][cH:19][cH:20][cH:21]1)[cH:13][cH:14]2. The reactants are Cc1ccc(S(=O)(=O)OCCCNC2=C(c3ccccc3)S(=O)(=O)N(C(C)(C)C)C2=O)cc1, CC(C)c1ccc(O)cc1. Product: CC(C)c1ccc(OCCCNC2=C(c3ccccc3)S(=O)(=O)N(C(C)(C)C)C2=O)cc1. Reaction SMILES: [CH3:1][c:2]1[cH:3][cH:4][c:5]([S:6](=[O:7])(=[O:8])[O:11][CH2:12][CH2:13][CH2:14][NH:15][C:16]2=[C:20]([c:21]3[cH:22][cH:23][cH:24][cH:25][cH:26]3)[S:19](=[O:27])(=[O:28])[N:18]([C:29]([CH3:30])([CH3:31])[CH3:32])[C:17]2=[O:33])[cH:9][cH:10]1.[CH:34]([CH3:35])([CH3:36])[c:37]1[cH:38][cH:39][c:40]([OH:43])[cH:41][cH:42]1>>[O:11]([CH2:12][CH2:13][CH2:14][NH:15][C:16]1=[C:20]([c:21]2[cH:22][cH:23][cH:24][cH:25][cH:26]2)[S:19](=[O:27])(=[O:28])[N:18]([C:29]([CH3:30])([CH3:31])[CH3:32])[C:17]1=[O:33])[c:40]1[cH:39][cH:38][c:37]([CH:34]([CH3:35])[CH3:36])[cH:42][cH:41]1. Starting materials: BrC1=C(C=CC(=C1)C)C (Bromo-p-xylene), C(CCCCC)OC1=CC=C(C=C1)B(O)O (4-hexyloxyphenylboronic acid), A1, C(=O)([O-])[O-].[K+].[K+] (K2CO3), C1(=CC=CC=C1)C (toluene). The reagents and catalysts are C=1C=CC(=CC1)[P](C=2C=CC=CC2)(C=3C=CC=CC3)[Pd]([P](C=4C=CC=CC4)(C=5C=CC=CC5)C=6C=CC=CC6)([P](C=7C=CC=CC7)(C=8C=CC=CC8)C=9C=CC=CC9)[P](C=1C=CC=CC1)(C=1C=CC=CC1)C=1C=CC=CC1 (Pd(PPh3)4). The solvent is O (H2O). Run at temperature 85 celsius, time 20 hour. Product: CC1=C(C=C(C=C1)C)C1=CC=C(C=C1)OCCCCCC (2,5-Dimethyl-4′-hexyloxybiphenyl). RXN SMILES: Br[C:2]1[CH:7]=[C:6]([CH3:8])[CH:5]=[CH:4][C:3]=1[CH3:9].C([O-])([O-])=O.[K+].[K+].C1(C)C=CC=CC=1.[CH2:23]([O:29][C:30]1[CH:35]=[CH:34][C:33](B(O)O)=[CH:32][CH:31]=1)[CH2:24][CH2:25][CH2:26][CH2:27][CH3:28]>C1C=CC([P]([Pd]([P](C2C=CC=CC=2)(C2C=CC=CC=2)C2C=CC=CC=2)([P](C2C=CC=CC=2)(C2C=CC=CC=2)C2C=CC=CC=2)[P](C2C=CC=CC=2)(C2C=CC=CC=2)C2C=CC=CC=2)(C2C=CC=CC=2)C2C=CC=CC=2)=CC=1.O>[CH3:9][C:3]1[CH:4]=[CH:5][C:6]([CH3:8])=[CH:7][C:2]=1[C:33]1[CH:34]=[CH:35][C:30]([O:29][CH2:23][CH2:24][CH2:25][CH2:26][CH2:27][CH3:28])=[CH:31][CH:32]=1 |f:1.2.3,^1:42,44,63,82|. Procedure: Bromo-p-xylene (8.3 g, 45 mmol) (cf. A1 a)), K2CO3 (12.4 g, 90 mmol), 70 ml of toluene and 70 ml of H2O were placed in a reaction vessel and argon was passed in for 30 minutes. 4-hexyloxyphenylboronic acid (10 g, 45 mmol) and Pd(PPh3)4 (0.65 g, 0.56 mmol) were subsequently added under protective gas. The yellow-green, turbid mixture was stirred vigorously under a blanket of protective gas for about 20 hours at an internal temperature of 85° C. After phase separation, the organic phase was shaken... The reactants are C([O-])([O-])=O.[Na+].[Na+] (sodium carbonate), C[C@H]1CC[C@H](CC1)NC(C=CC1=CC(=C(C=C1)OC(C)=O)OC)=O (N-(cis-4-methylcyclohexyl)-4-acetoxy-3-methoxycinnamamide), Cl (hydrochloric acid). Run in CO (methanol). Run at time 2 hour. Product: C[C@H]1CC[C@H](CC1)NC(C=CC1=CC(=C(C=C1)O)OC)=O (N-(cis-4-methylcyclohexyl)-4-hydroxy-3-methoxycinnamamide). The yield is 90.0%. Reaction SMILES: C(=O)([O-])[O-].[Na+].[Na+].[CH3:7][C@@H:8]1[CH2:13][CH2:12][C@H:11]([NH:14][C:15](=[O:30])[CH:16]=[CH:17][C:18]2[CH:23]=[CH:22][C:21]([O:24]C(=O)C)=[C:20]([O:28][CH3:29])[CH:19]=2)[CH2:10][CH2:9]1.Cl>CO>[CH3:7][C@@H:8]1[CH2:9][CH2:10][C@H:11]([NH:14][C:15](=[O:30])[CH:16]=[CH:17][C:18]2[CH:23]=[CH:22][C:21]([OH:24])=[C:20]([O:28][CH3:29])[CH:19]=2)[CH2:12][CH2:13]1 |f:0.1.2|. Procedure: 5 g of sodium carbonate was added to a solution of 2.8 g of N-(cis-4-methylcyclohexyl)-4-acetoxy-3-methoxycinnamamide (Example 104) in 100 ml of methanol. The solution was stirred for 2 hours at room temperature. After reaction, 2N hydrochloric acid was added to the reaction solution, acidifying the solution. The solution was extracted three times with 90 ml of ethyl acetate. The organic layer obtained was washed twice with an aqueous sodium chloride solution and dried over magnesium sulfate. Th... The reactants are CCOC(=O)CN(CCNC(=O)OC(C)(C)C)C(=O)Nn1cc(C)c(=O)[nH]c1=O, CCO, Cl, [Na+], [OH-]. Product: Cc1cn(NC(=O)N(CCNC(=O)OC(C)(C)C)CC(=O)O)c(=O)[nH]c1=O. Reaction SMILES: [CH2:1]([CH3:2])[O:3][C:4]([CH2:5][N:6]([C:7](=[O:8])[NH:9][n:10]1[c:11](=[O:12])[nH:13][c:14](=[O:15])[c:16]([CH3:17])[cH:18]1)[CH2:19][CH2:20][NH:21][C:22](=[O:23])[O:24][C:25]([CH3:26])([CH3:27])[CH3:28])=[O:29].[CH3:33][CH2:34][OH:35].[ClH:32].[Na+:31].[OH-:30]>>[O:3]=[C:4]([CH2:5][N:6]([C:7](=[O:8])[NH:9][n:10]1[c:11](=[O:12])[nH:13][c:14](=[O:15])[c:16]([CH3:17])[cH:18]1)[CH2:19][CH2:20][NH:21][C:22](=[O:23])[O:24][C:25]([CH3:26])([CH3:27])[CH3:28])[OH:29]. Starting materials: O=C1CCC(CC1)C(C(=O)OC)C(=O)OC (dimethyl (4-oxocyclohexyl)malonate), C(C1=CC=CC=C1)N (benzylamine), [H][H] (hydrogen). Reagents/catalysts: [Pd] (palladium/carbon). Run in CO (methanol). Yields the product C(C1=CC=CC=C1)N[C@H]1CC[C@H](CC1)C(C(=O)OC)C(=O)OC (dimethyl (cis-4-benzylaminocyclohexyl)malonate). RXN SMILES: O=[C:2]1[CH2:7][CH2:6][CH:5]([CH:8]([C:13]([O:15][CH3:16])=[O:14])[C:9]([O:11][CH3:12])=[O:10])[CH2:4][CH2:3]1.[CH2:17]([NH2:24])[C:18]1[CH:23]=[CH:22][CH:21]=[CH:20][CH:19]=1.[H][H]>CO.[Pd]>[CH2:17]([NH:24][C@@H:2]1[CH2:7][CH2:6][C@H:5]([CH:8]([C:13]([O:15][CH3:16])=[O:14])[C:9]([O:11][CH3:12])=[O:10])[CH2:4][CH2:3]1)[C:18]1[CH:23]=[CH:22][CH:21]=[CH:20][CH:19]=1. Procedure details: 34.0 g of dimethyl (4-oxocyclohexyl)malonate and 16.1 g of benzylamine in 200 ml of methanol were reacted at 65° C. and 5 bar hydrogen pressure in the presence of 5 g of palladium/carbon catalyst (5%). The catalyst was filtered off and the mixture was concentrated. The cis/trans isomers were separated by silica gel chromatography (ethyl acetate/methanol 19:1). Starting materials: P(OC=C)([O-])=O (vinyl phosphonate), O.O.O.[F-].C(CCC)[N+](CCCC)(CCCC)CCCC (tetrabutylammonium fluoride trihydrate), C1(=CC=CC=C1)C(=O)Cl (PhCOCl), C(C1=CC=CC=C1)(=O)O[C@@H]1[C@@H]([C@H]2CC[C@@H](C1)N2C)\C=C\C(=O)OCC (3β-(Benzoyloxy)-2β-[(E)-2-(ethoxycarbonyl)vinyl]tropane), (tetraethyl)methylenediphosphonate, Wittig reagent. Product: C(C1=CC=CC=C1)(=O)O[C@@H]1[C@@H]([C@H]2CC[C@@H](C1)N2C)\C=C\P(=O)(OOCC)OOCC (3β-Benzoyloxy-2β-[(E)-2-(diethoxyphosphono)vinyl]tropane). Reaction SMILES: [C:1]([O:9][C@H:10]1[CH2:16][C@H:15]2[N:17]([CH3:18])[C@H:12]([CH2:13][CH2:14]2)[C@H:11]1/[CH:19]=[CH:20]/C(OCC)=O)(=[O:8])[C:2]1[CH:7]=[CH:6][CH:5]=[CH:4][CH:3]=1.[PH:26](=[O:31])([O-:30])[O:27]C=C.[OH2:32].O.O.[F-].C([N+](CC[CH2:51][CH3:52])(CCCC)CCCC)CCC.[C:53]1([C:59](Cl)=[O:60])C=CC=CC=1>>[C:1]([O:9][C@H:10]1[CH2:16][C@H:15]2[N:17]([CH3:18])[C@H:12]([CH2:13][CH2:14]2)[C@H:11]1/[CH:19]=[CH:20]/[P:26]([O:27][O:32][CH2:51][CH3:52])([O:30][O:60][CH2:59][CH3:53])=[O:31])(=[O:8])[C:2]1[CH:3]=[CH:4][CH:5]=[CH:6][CH:7]=1 |f:2.3.4.5.6|. Procedure details: Compound 2f was prepared in an identical fashion to ester 2e by simply substituting the anion prepared from (tetraethyl)methylenediphosphonate for the Wittig reagent used above. The resulting vinyl phosphonate was then treated sequentially with TBAF·3H2O and PhCOCl as described in Example 7 to yield 2f: [α]22D =14.4° (c=0.355 g/100 mL, CHCl3); IR (thin film) 2958, 2931, 1714, 1452, 1315, 1275, 1114, 1051, 1026, 1798, 715 cm-1 ; 1H NMR (CDCl3) δ=1.09, 1.21 (each 3H, t, J=7.1 Hz, P(OEt)2), 1.65-1.... Reactants: [Na] (Sodium), Cl (hydrochloride), CN1CCNCC1 (N-Methylpiperazine), Cl (hydrogen chloride), Cl.ClC1=CC=C2C(=NC=NC2=C1)NC1=CC=C(C=C1)S(=O)(=O)Cl (4-(7-Chloro-4-quinazolinylamino)benzenesulphonyl chloride hydrochloride). The solvent is C(C)O (ethanol), O (water), C(Cl)(Cl)Cl (chloroform). Reaction conditions: temperature 10 celsius, time 1 hour. Yields the product ClC1=CC=C2C(=NC=NC2=C1)NC1=CC=C(C=C1)S(=O)(=O)N1CCN(CC1)C (1-[4-(7-Chloro-4-quinazolinylamino)benzenesulphonyl]-4-methylpiperazine). As a reaction SMILES: [CH3:1][N:2]1[CH2:7][CH2:6][NH:5][CH2:4][CH2:3]1.[Na].Cl.[Cl:10][C:11]1[CH:20]=[C:19]2[C:14]([C:15]([NH:21][C:22]3[CH:27]=[CH:26][C:25]([S:28](Cl)(=[O:30])=[O:29])=[CH:24][CH:23]=3)=[N:16][CH:17]=[N:18]2)=[CH:13][CH:12]=1.Cl>C(Cl)(Cl)Cl.O.C(O)C>[Cl:10][C:11]1[CH:20]=[C:19]2[C:14]([C:15]([NH:21][C:22]3[CH:23]=[CH:24][C:25]([S:28]([N:5]4[CH2:6][CH2:7][N:2]([CH3:1])[CH2:3][CH2:4]4)(=[O:29])=[O:30])=[CH:26][CH:27]=3)=[N:16][CH:17]=[N:18]2)=[CH:13][CH:12]=1 |f:2.3,^1:7|. Procedure: N-Methylpiperazine (1.0 g, 0.01 mole) was dissolved in chloroform (50 ml). Sodium carbonte (10 g) was dissolved in water (50 ml). The solutions were combined and cooled to 10° C. 4-(7-Chloro-4-quinazolinylamino)benzenesulphonyl chloride hydrochloride (3.85 g, 0.01 mole) was added in portions to the vigorously stirred solution. Stirring was continued for one hour. The chloroform layer was separated, dried and evaporated. The resulting gummy solid was redissolved in chloroform and chromatographed ...